This data is from the Open Reaction Database (ORD), a public repository of structured organic reaction records. The task is: describe an organic reaction: reactants, conditions, products, and yield Reactants: 87L, C1(=CC=CC=C1)P(C1=CC=CC=C1)C1=CC=CC=C1 (triphenylphosphine), BrC1=CC=C(C#N)C=C1 (4-Bromobenzonitrile), C(CC#C)O (but-3-yn-1-ol), C([O-])([O-])=O.[K+].[K+] (Potassium carbonate), arylbromide. Reagents/catalysts: [Pd] (Palladium on charcoal), [Cu]I (copper(I) iodide). Run in O (water), COCCOC (DME), O (water), COCCOC (1,2-dimethoxyethane), O (water). Reaction conditions: temperature 80 celsius. Product: C(#N)C1=CC=C(C=C1)C#CCCO (4-(4-Cyanophenyl)but-3-yn-1-ol). Reaction SMILES: C(=O)([O-])[O-].[K+].[K+].C1(P(C2C=CC=CC=2)C2C=CC=CC=2)C=CC=CC=1.Br[C:27]1[CH:34]=[CH:33][C:30]([C:31]#[N:32])=[CH:29][CH:28]=1.[CH2:35]([OH:39])[CH2:36][C:37]#[CH:38]>COCCOC.O.[Pd].[Cu]I>[C:31]([C:30]1[CH:33]=[CH:34][C:27]([C:38]#[C:37][CH2:36][CH2:35][OH:39])=[CH:28][CH:29]=1)#[N:32] |f:0.1.2|. Reported procedure: Potassium carbonate (376.7 g, 2.5 mol eq.) was dissolved in a mixture of 1,2-dimethoxyethane (DME, 1.2 L, 6 vol) and water (1.2 L, 6 vol). Palladium on charcoal (20 g, 0.01 mol eq., 10% Johnson Matthey type 87L, 60% water), triphenylphosphine (11.5 g, 0.04 mol eq.) and copper(I) iodide (4.2 g, 0.02 mol eq.) were added. 4-Bromobenzonitrile (200 g, 1 mol eq.) was then added, washing in with a mixture of DME (200 mL, 1 vol) and water (200 mL, 1 vol). This mixture was stirred rapidly under nitrogen ... Reactants: N1(C=NC=C1)C1=CC2=C(OCCNCCO2)C=C1 (9-(1H-imidazol-1-yl)-3,4,5,6-tetrahydro-2H-1,7,4-benzodioxazonine), C[Al](C)C (trimethylaluminum), N1(C=NC=C1)C1=CC=C(C=C1)CC(=O)OC (4-(1H-imidazol-1-yl)benzeneacetic acid, methyl ester). The product is N1(C=NC=C1)C1=CC2=C(OCCN(CCO2)C(CC2=CC=C(C=C2)N2C=NC=C2)=O)C=C1 (9-(1H-Imidazol-1-yl)-4-[2-[4-(1H-imidazol-1-yl)phenyl]acetyl]-3,4,5,6-tetrahydro-2H-1,7,4-benzodioxazonine). As a reaction SMILES: [N:1]1([C:6]2[CH:18]=[CH:17][C:9]3[O:10][CH2:11][CH2:12][NH:13][CH2:14][CH2:15][O:16][C:8]=3[CH:7]=2)[CH:5]=[CH:4][N:3]=[CH:2]1.C[Al](C)C.[N:23]1([C:28]2[CH:33]=[CH:32][C:31]([CH2:34][C:35](OC)=[O:36])=[CH:30][CH:29]=2)[CH:27]=[CH:26][N:25]=[CH:24]1>>[N:1]1([C:6]2[CH:18]=[CH:17][C:9]3[O:10][CH2:11][CH2:12][N:13]([C:35](=[O:36])[CH2:34][C:31]4[CH:30]=[CH:29][C:28]([N:23]5[CH:27]=[CH:26][N:25]=[CH:24]5)=[CH:33][CH:32]=4)[CH2:14][CH2:15][O:16][C:8]=3[CH:7]=2)[CH:5]=[CH:4][N:3]=[CH:2]1. Reported procedure: In a manner similar to preparation 7, react 9-(1H-imidazol-1-yl)-3,4,5,6-tetrahydro-2H-1,7,4-benzodioxazonine, trimethylaluminum, and 4-(1H-imidazol-1-yl)benzeneacetic acid, methyl ester to obtain the title compound. Solvent: CO (methanol). Product: C(C1=CC=CC=C1)OC(=O)N[C@H]([C@@H](CCl)O)CC1=CC=CC=C1 (N-benzyloxycarbonyl-3(S)-amino-1-chloro-4-phenyl-2(S)-butanol). Starting materials: ClCC(=O)CCl.C(C1=CC=CC=C1)OC(=O)N[C@@H](CC1=CC=CC=C1)C(=O)O (N-benzyloxycarbonyl-L-phenylalanine chloromethyl ketone), O1C(CCC1)C(=O)[O-] (tetrahydrofuranat), [BH4-] (borohydride). As a reaction SMILES: [Cl:1][CH2:2]C(CCl)=O.[CH2:7]([O:14][C:15]([NH:17][C@H:18]([C:26]([OH:28])=O)[CH2:19][C:20]1[CH:25]=[CH:24][CH:23]=[CH:22][CH:21]=1)=[O:16])[C:8]1[CH:13]=[CH:12][CH:11]=[CH:10][CH:9]=1.O1CCCC1C([O-])=O.[BH4-]>CO>[CH2:7]([O:14][C:15]([NH:17][C@@H:18]([CH2:19][C:20]1[CH:21]=[CH:22][CH:23]=[CH:24][CH:25]=1)[C@H:26]([OH:28])[CH2:2][Cl:1])=[O:16])[C:8]1[CH:9]=[CH:10][CH:11]=[CH:12][CH:13]=1 |f:0.1|. Procedure details: To a solution of 75.0 g (0.226 mol) of N-benzyloxycarbonyl-L-phenylalanine chloromethyl ketone in amixture of 807 mL of methanol and 807 mL of tetrahydrofuranat -2° C., was added 13.17 g (0.348 mol, 1.54 equiv.) of solidsodium borohydride over one hundred minutes. The solventswere removed under reduced pressure at 40° C. and the residuedissolved in ethyl acetate (approx. 1 L). The solution waswashed sequentially with 1M potassium hydrogen sulfate,saturated sodium bicarbonate and then saturated s... Run at temperature 60 celsius. Isolated yield 42.8%. The product is CCOC(=O)C1(F)C2C=CC(=O)C21. Reactants: [Li]CCCC, C[Si](C)(C)[N-][Si](C)(C)C, C[Si](C)(C)N[Si](C)(C)C, CCCCCC, C[Si](C)(C)Cl, CCOC(=O)C1(F)C2CCC(=O)C21, [Li+], C1CCOC1. As a reaction SMILES: [CH2:24]([Li:25])[CH2:26][CH2:27][CH3:28].[CH3:14][Si:15]([N-:16][Si:17]([CH3:18])([CH3:19])[CH3:20])([CH3:21])[CH3:22].[CH3:29][Si:30]([CH3:31])([CH3:32])[NH:33][Si:34]([CH3:35])([CH3:36])[CH3:37].[CH3:43][CH2:44][CH2:45][CH2:46][CH2:47][CH3:48].[Cl:38][Si:39]([CH3:40])([CH3:41])[CH3:42].[F:1][C:2]1([C:9](=[O:10])[O:11][CH2:12][CH3:13])[CH:3]2[CH2:4][CH2:5][C:6](=[O:8])[CH:7]12.[Li+:23].[O:49]1[CH2:50][CH2:51][CH2:52][CH2:53]1>>[F:1][C:2]1([C:9](=[O:10])[O:11][CH2:12][CH3:13])[CH:3]2[CH:4]=[CH:5][C:6](=[O:8])[CH:7]12. The reactants are ClC=1C=CC=2N(C1)C=CN2 (6-chloroimidazo[1,2-a]pyridine), CC1=CC=CC=2N1C=CN2 (5-methylimidazo[1,2-a]pyridine), ClC1=CC=2N(C=C1)C=CN2 (7-chloroimidazo[1,2-a]pyridine), C(C1=CC=CC=C1)OC=1C=CC=2N(C1)C=CN2 (6-benzyloxyimidazo[1,2-a]pyridine), CC=1C=2N(C=CC1)C=CN2 (8-methylimidazo[1,2-a]pyridine), C(C1=CC=CC=C1)OC=1C=2N(C=CC1)C=CN2 (8-benzyloxyimidazo[1,2-a]pyridine), ClC1=CC=CC=2N1C=CN2 (5-chloroimidazo[1,2-a]pyridine), CC=1C=CC=2N(C1)C=CN2 (6-methylimidazo[1,2-a]pyridine). The product is N=1C=CN2C1C=CC=C2 (Imidazo[1,2-a]pyridine). Reaction SMILES: Cl[C:2]1[CH:3]=[CH:4][C:5]2[N:6]([CH:8]=[CH:9][N:10]=2)[CH:7]=1.C(OC1C2N(C=CN=2)C=CC=1)C1C=CC=CC=1.ClC1N2C=CN=C2C=CC=1.ClC1C=CN2C=CN=C2C=1.CC1N2C=CN=C2C=CC=1.CC1C=CC2N(C=CN=2)C=1.CC1C2N(C=CN=2)C=CC=1.C(OC1C=CC2N(C=CN=2)C=1)C1C=CC=CC=1>>[N:10]1[CH:9]=[CH:8][N:6]2[CH:7]=[CH:2][CH:3]=[CH:4][C:5]=12. Procedure details: 6-chloroimidazo[1,2-a]pyridine, 8-benzyloxyimidazo[1,2-a]pyridine, 5-chloroimidazo[1,2-a]pyridine, 7-chloroimidazo[1,2-a]pyridine, 5-methylimidazo[1,2-a]pyridine, 6-methylimidazo[1,2-a]pyridine, 8-methylimidazo[1,2-a]pyridine and 6-benzyloxyimidazo[1,2-a]pyridine. Starting materials: O=C(NCC=1C=CC=CC1Cl)C(F)(F)F. Reagents/catalysts: O1B(OC(C)(C)C1(C)C)B2OC(C)(C)C(O2)(C)C, O=S(=O)([O-])CC=1C=NC(=CC1)C2=NC=C(C=C2)C.CCCC[N+](CCCC)(CCCC)CCCC, C[OH2+].C[OH2+].C1CC=CCCC=C1.C1CC=CCCC=C1.[Ir].[Ir]. Run in O1CCCC1. Reaction conditions: temperature 35 celsius, time 20 hour. Yields the product O=C(NCC1=CC(=CC=C1Cl)B2OC(C)(C)C(O2)(C)C)C(F)(F)F, O=C(NCC1=CC=C(C=C1Cl)B2OC(C)(C)C(O2)(C)C)C(F)(F)F. Isolated yield 14.0%. Reported procedure: Following general procedure F using N‐(2‐chlorobenzyl)‐2,2,2‐trifluoroacetamide (59.4 mg, 0.25 mmol), B2pin2 (127 mg, 0.50 mmol), [Ir(COD)OMe]2 (2.5 mg, 0.00375 mmol) and 1a (3.8 mg, 0.0075 mmol) in THF (1.25 mL). The reaction was stirred at 35 °C for 20 hours before cooling and the solvents removed. Analysis of crude 1 H NMR using internal standard 1,2‐dimethoxyethane showed 10:76:15 dimeta:meta:para borylation in 100% yield. The crude product was purified by silica gel chromatography (Pet. Eth...